This data is from the Open Reaction Database (ORD), a public repository of structured organic reaction records. The task is: describe an organic reaction: reactants, conditions, products, and yield Reactants: [BH4-], CCO, [H-], [N-]=[N+]=Nc1ccnc2c(F)cccc12, [Na+]. Product: Nc1ccnc2c(F)cccc12. Reaction SMILES: [BH4-:15].[CH3:18][CH2:19][OH:20].[H-:17].[N:1](=[N+:2]=[N-:3])[c:4]1[cH:5][cH:6][n:7][c:8]2[c:9]([F:14])[cH:10][cH:11][cH:12][c:13]12.[Na+:16]>>[NH2:1][c:4]1[cH:5][cH:6][n:7][c:8]2[c:9]([F:14])[cH:10][cH:11][cH:12][c:13]12. Starting materials: NC1=NC=C(C=N1)C=1C=CC=2C3=C(NC2C1)C(=CN=C3NC(C3CC3)C3CC3)C(=O)N (7-(2-Aminopyrimidin-5-yl)-1-[(dicyclopropylmethyl)amino]-5H-pyrido[4,3-b]indole-4-carboxamide), C(#C)C=1C=NC=CC1 (3-ethynylpyridine), C([O-])([O-])=O.[Cs+].[Cs+] (cesium carbonate). Reagents/catalysts: C1CCC(CC1)P(C2CCCCC2)C3CCCCC3.C1CCC(CC1)P(C2CCCCC2)C3CCCCC3.Cl[Pd]Cl (dichlorobis(tricyclohexylphosphine)palladium(II)). The solvent is CS(=O)C (DMSO). Conditions: temperature 120 celsius. Yields the product OC(C(C)NC1=NC=C(C=2NC=3C=C(C=CC3C21)C#CC=2C=NC=CC2)C(=O)N)(C)C (1-[(2-Hydroxy-1,2-dimethylpropyl)amino]-7-(pyridin-3-ylethynyl)-5H-pyrido[4,3-b]indole-4-carboxamide). RXN SMILES: NC1N=[CH:6][C:5]([C:8]2[CH:9]=[CH:10][C:11]3[C:12]4[C:20]([NH:21][CH:22]([CH:26]5[CH2:28][CH2:27]5)[CH:23]5CC5)=[N:19][CH:18]=[C:17]([C:29]([NH2:31])=[O:30])[C:13]=4[NH:14][C:15]=3[CH:16]=2)=CN=1.C([C:34]1[CH:35]=[N:36][CH:37]=[CH:38][CH:39]=1)#C.C(=O)([O-])[O-:41].[Cs+].[Cs+]>CS(C)=O.C1CCC(P(C2CCCCC2)C2CCCCC2)CC1.C1CCC(P(C2CCCCC2)C2CCCCC2)CC1.Cl[Pd]Cl>[OH:41][C:26]([CH3:27])([CH3:28])[CH:22]([NH:21][C:20]1[C:12]2[C:11]3[CH:10]=[CH:9][C:8]([C:5]#[C:6][C:34]4[CH:35]=[N:36][CH:37]=[CH:38][CH:39]=4)=[CH:16][C:15]=3[NH:14][C:13]=2[C:17]([C:29]([NH2:31])=[O:30])=[CH:18][N:19]=1)[CH3:23] |f:2.3.4,6.7.8|. Procedure details: A mixture of 1-[(2-hydroxy-1,2-dimethylpropyl)amino]-7-iodo-5H-pyrido[4,3-b]indole-4-carboxamide (prepared according to Examples 11 and 35, 50 mg, 0.11 mmol), 3-ethynylpyridine (18 mg, 0.17 mmol), cesium carbonate (74 mg, 0.23 mmol), and dichlorobis(tricyclohexylphosphine)palladium(II) (8.4 mg, 0.011 mmol) in DMSO (1.1 mL) was purged with nitrogen for 5 min, heated to 120° C. for 12 h, cooled to room temperature, diluted with EtOAc, and washed with water and brine. The organic layer was dried, c... Starting materials: C(CC)C1=C(OC(C(=O)OC)C2=CC(=CC=C2)Cl)C(=CC(=C1)CO)CCC (Methyl 2-(2,6-Dipropyl-4-Hydroxymethylphenoxy) -2-(3-Chlorophenyl)Acetate), Br (hydrogen bromide), P(Br)(Br)Br (phosphorous tribromide). The solvent is C(Cl)(Cl)(Cl)Cl (carbon tetrachloride). Yields the product 1.063, C(CC)C1=C(OC(C(=O)OC)C2=CC(=CC=C2)Cl)C(=CC(=C1)CBr)CCC (Methyl 2-(2,6-Dipropyl-4-Bromomethylphenoxy) -2-(3-Chlorophenyl)Acetate). Yield: 81.0%. As a reaction SMILES: [CH2:1]([C:4]1[CH:22]=[C:21]([CH2:23]O)[CH:20]=[C:19]([CH2:25][CH2:26][CH3:27])[C:5]=1[O:6][CH:7]([C:12]1[CH:17]=[CH:16][CH:15]=[C:14]([Cl:18])[CH:13]=1)[C:8]([O:10][CH3:11])=[O:9])[CH2:2][CH3:3].P(Br)(Br)[Br:29].Br>C(Cl)(Cl)(Cl)Cl>[CH2:1]([C:4]1[CH:22]=[C:21]([CH2:23][Br:29])[CH:20]=[C:19]([CH2:25][CH2:26][CH3:27])[C:5]=1[O:6][CH:7]([C:12]1[CH:17]=[CH:16][CH:15]=[C:14]([Cl:18])[CH:13]=1)[C:8]([O:10][CH3:11])=[O:9])[CH2:2][CH3:3]. Procedure: To a solution of 1.133 g (0.29 mmol) of the product of Step B dissolved in 10 mL of carbon tetrachloride was added 0.138 mL (1.45 mmol) of phosphorous tribromide and the reaction mixture was magnetically stirred at room temperature for 30 min as hydrogen bromide was evolved. The magnetic stir bar was removed, and the reaction mixture was concentrated in vacuo. The residue was redissolved and evaporated from carbon tetrachloride several times to remove most of the hydrogen bromide. Finally, the r... Reactants: CO, C=CC1=CC2=CNC=C3CC(N(C)C)C(=C23)CO1, [H][H]. The product is CCC1=CC2=CNC=C3CC(N(C)C)C(=C23)CO1. Reaction SMILES: [CH3:19][OH:20].[CH3:1][N:2]([CH:3]1[CH2:4][C:5]2=[CH:17][NH:16][CH:15]=[C:7]3[C:6]2=[C:12]1[CH2:11][O:10][C:9]([CH:13]=[CH2:14])=[CH:8]3)[CH3:18].[H:21][H:22]>>[CH3:1][N:2]([CH:3]1[CH2:4][C:5]2=[CH:17][NH:16][CH:15]=[C:7]3[C:6]2=[C:12]1[CH2:11][O:10][C:9]([CH2:13][CH3:14])=[CH:8]3)[CH3:18]. Starting materials: O=Cc1ccc(OCc2ccccc2)cc1, CCOC(=O)C(C)Oc1ccccc1, CC(C)[N-]C(C)C, [Li+], C1CCOC1. Yields the product CCOC(=O)C(C)(Oc1ccccc1)C(O)c1ccc(OCc2ccccc2)cc1. RXN SMILES: [CH2:23]([c:24]1[cH:25][cH:26][cH:27][cH:28][cH:29]1)[O:30][c:31]1[cH:32][cH:33][c:34]([CH:35]=[O:36])[cH:37][cH:38]1.[CH2:9]([CH3:10])[O:11][C:12]([CH:13]([CH3:14])[O:15][c:16]1[cH:17][cH:18][cH:19][cH:20][cH:21]1)=[O:22].[CH:1]([N-:2][CH:3]([CH3:4])[CH3:5])([CH3:6])[CH3:7].[Li+:8].[O:39]1[CH2:40][CH2:41][CH2:42][CH2:43]1>>[CH2:9]([CH3:10])[O:11][C:12]([C:13]([CH3:14])([O:15][c:16]1[cH:17][cH:18][cH:19][cH:20][cH:21]1)[CH:35]([c:34]1[cH:33][cH:32][c:31]([O:30][CH2:23][c:24]2[cH:25][cH:26][cH:27][cH:28][cH:29]2)[cH:38][cH:37]1)[OH:36])=[O:22]. Reactants: CC(=O)Nc1ccc(SCc2ccccc2)cc1[N+](=O)[O-], CC(=O)OO, CO, ClC(Cl)Cl. Yields the product CC(=O)Nc1ccc(S(=O)Cc2ccccc2)cc1[N+](=O)[O-]. As a reaction SMILES: [C:1]([CH3:2])(=[O:3])[NH:4][c:5]1[c:6]([N+:19](=[O:20])[O-:21])[cH:7][c:8]([S:11][CH2:12][c:13]2[cH:14][cH:15][cH:16][cH:17][cH:18]2)[cH:9][cH:10]1.[C:26]([O:27][OH:29])(=[O:28])[CH3:30].[CH3:31][OH:32].[CH:22]([Cl:23])([Cl:24])[Cl:25]>>[C:1]([CH3:2])(=[O:3])[NH:4][c:5]1[c:6]([N+:19](=[O:20])[O-:21])[cH:7][c:8]([S:11]([CH2:12][c:13]2[cH:14][cH:15][cH:16][cH:17][cH:18]2)=[O:28])[cH:9][cH:10]1.